From a dataset of the Open Reaction Database (ORD), a public repository of structured organic reaction records. describe an organic reaction: reactants, conditions, products, and yield Starting materials: Cl.C(N)(=N)N1CCC(CC1)C(=O)O (1-amidino-4-piperidinecarboxylic acid hydrochloride), ClC1=CC=C(C=C1)OS(=O)OC1=CC=C(C=C1)Cl (bis-(p-chlorophenyl)sulfite), CN(C=O)C (dimethylformamide). Run in N1=CC=CC=C1 (pyridine). Yields the product Cl.C(N)(=N)N1CCC(CC1)C(=O)OC1=CC=C(C=C1)Cl (p-chlorophenyl 1-amidino-4-piperidinecarboxylate hydrochloride). Isolated yield 70.5%. Reaction SMILES: Cl.[C:2]([N:5]1[CH2:10][CH2:9][CH:8]([C:11](O)=[O:12])[CH2:7][CH2:6]1)(=[NH:4])[NH2:3].[Cl:14]C1C=CC(OS([O:24][C:25]2[CH:30]=[CH:29][C:28]([Cl:31])=[CH:27][CH:26]=2)=O)=CC=1.CN(C)C=O>N1C=CC=CC=1>[ClH:14].[C:2]([N:5]1[CH2:10][CH2:9][CH:8]([C:11]([O:24][C:25]2[CH:26]=[CH:27][C:28]([Cl:31])=[CH:29][CH:30]=2)=[O:12])[CH2:7][CH2:6]1)(=[NH:3])[NH2:4] |f:0.1,5.6|. Procedure: A mixture of 1.5 g of 1-amidino-4-piperidinecarboxylic acid hydrochloride and 8.8 g of bis-(p-chlorophenyl)sulfite was stirred at room temperature for 1 hour in a solution of 14 ml of dry dimethylformamide and 7 ml of dry pyridine. The solvent was removed under reduced pressure, and the residue was washed twice with dry ether. Acetone was added to the residue to give crystals. The crystals were washed with ether and then with ethyl acetate and recrystallized from methanol-ether to obtain 1.62 g ... Procedure details: 35 g (0.16 mol) of N-benzyl-2-pyrrolidone-3-carboxylic acid dissolved in 250 ml of absolute tetrahydrofuran is added dropwize, with stirring, to 12.2 g (0.32 mol) of lithium aluminium hydride in 350 ml of absolute tetrahydrofuran. After refluxing for 6 hours, 18.2 ml of water, 12.2 ml of 15% sodium hydroxide solution and 36.6 ml of water are added, whilst cooling with ice water. The precipitate formed is suction filtered and washed with tetrahydrofuran. The combined filtrates are concentrated by... Solvent: O1CCCC1 (tetrahydrofuran), O1CCCC1 (tetrahydrofuran). The product is C(C1=CC=CC=C1)N1CC(CC1)CO (N-Benzyl-3-hydroxymethyl-pyrrolidine). Reactants: ice water, C(C1=CC=CC=C1)N1C(C(CC1)C(=O)O)=O (N-benzyl-2-pyrrolidone-3-carboxylic acid), O (water), [OH-].[Na+] (sodium hydroxide), O (water), [H-].[Al+3].[Li+].[H-].[H-].[H-] (lithium aluminium hydride). Reaction SMILES: [CH2:1]([N:8]1[CH2:12][CH2:11][CH:10]([C:13](O)=[O:14])[C:9]1=O)[C:2]1[CH:7]=[CH:6][CH:5]=[CH:4][CH:3]=1.[H-].[Al+3].[Li+].[H-].[H-].[H-].O.[OH-].[Na+]>O1CCCC1>[CH2:1]([N:8]1[CH2:12][CH2:11][CH:10]([CH2:13][OH:14])[CH2:9]1)[C:2]1[CH:7]=[CH:6][CH:5]=[CH:4][CH:3]=1 |f:1.2.3.4.5.6,8.9|. Starting materials: CC(C(O)C1=C(N=C(S1)C1=CC=C(C=C1)C(F)(F)F)C)C ([rac]-2-methyl-1-[4-methyl-2-(4-trifluoromethyl-phenyl)-thiazol-5-yl)-propan-1-ol), C(CCC)P(CCCC)CCCC (tributylphosphine), CN(C(=O)N=NC(=O)N(C)C)C (N,N,N′,N′-tetramethyl azodicarboxamide), C(C)OC(C(CC1=C(C=C(C=C1)O)C)OCC)=O ([rac]-2-ethoxy-3-(4-hydroxy-2-methyl-phenyl)-propionic acid ethyl ester). Product: C(C)OC(C(CC1=C(C=C(C=C1)OC(C(C)C)C1=C(N=C(S1)C1=CC=C(C=C1)C(F)(F)F)C)C)OCC)=O (2-ethoxy-3-(2-methyl-4-{2-methyl-1-[4-methyl-2-(4-trifluoromethyl-phenyl)-thiazol-5-yl]-propoxy}-phenyl)-propionic acid ethyl ester). RXN SMILES: [CH2:1]([O:3][C:4](=[O:18])[CH:5]([O:15][CH2:16][CH3:17])[CH2:6][C:7]1[CH:12]=[CH:11][C:10]([OH:13])=[CH:9][C:8]=1[CH3:14])[CH3:2].[CH3:19][CH:20]([CH3:39])[CH:21]([C:23]1[S:27][C:26]([C:28]2[CH:33]=[CH:32][C:31]([C:34]([F:37])([F:36])[F:35])=[CH:30][CH:29]=2)=[N:25][C:24]=1[CH3:38])O.C(P(CCCC)CCCC)CCC.CN(C)C(N=NC(N(C)C)=O)=O>>[CH2:1]([O:3][C:4](=[O:18])[CH:5]([O:15][CH2:16][CH3:17])[CH2:6][C:7]1[CH:12]=[CH:11][C:10]([O:13][CH:21]([C:23]2[S:27][C:26]([C:28]3[CH:33]=[CH:32][C:31]([C:34]([F:36])([F:37])[F:35])=[CH:30][CH:29]=3)=[N:25][C:24]=2[CH3:38])[CH:20]([CH3:39])[CH3:19])=[CH:9][C:8]=1[CH3:14])[CH3:2]. Procedure details: In analogy to the procedure described in example 10 c], [rac]-2-ethoxy-3-(4-hydroxy-2-methyl-phenyl)-propionic acid ethyl ester (example 10 b]) was reacted with [rac]-2-methyl-1-[4-methyl-2-(4-trifluoromethyl-phenyl)-thiazol-5-yl)-propan-1-ol [PCT Int. Appl. (2002), WO 02/062774 A1] in the presence of tributylphosphine and N,N,N′,N′-tetramethyl azodicarboxamide to yield 2-ethoxy-3-(2-methyl-4-{2-methyl-1-[4-methyl-2-(4-trifluoromethyl-phenyl)-thiazol-5-yl]-propoxy}-phenyl)-propionic acid ethyl e... The reactants are CSSC, CCOC(=O)c1cnn(C)c1N, ClC(Cl)Cl, CC(C)CCON=O. Yields the product CCOC(=O)c1cnn(C)c1SC. As a reaction SMILES: [CH3:21][S:22][S:23][CH3:24].[CH3:9][n:10]1[n:11][cH:12][c:13]([C:16](=[O:17])[O:18][CH2:19][CH3:20])[c:14]1[NH2:15].[Cl:25][CH:26]([Cl:27])[Cl:28].[N:1]([O:2][CH2:3][CH2:4][CH:5]([CH3:6])[CH3:7])=[O:8]>>[CH3:9][n:10]1[n:11][cH:12][c:13]([C:16](=[O:17])[O:18][CH2:19][CH3:20])[c:14]1[S:22][CH3:21]. Starting materials: C1=C2C=3C(CCCC3N3C2=C(C=C1)CC3)=O (4,5,8,9-tetrahydropyrrolo[3,2,1-jk]carbazol-10(7H)-one), Cl.NO (hydroxylamine hydrochloride), Cl (hydrochloric acid). Yields the product C1=C2C=3C(CCCC3N3C2=C(C=C1)CC3)=NO (4,5,8,9-Tetrahydropyrrolo[3,2,1-jk]carbazol-10(7H)-one oxime). The yield is 35.9%. Reported procedure: A mixture of 4,5,8,9-tetrahydropyrrolo[3,2,1-jk]carbazol-10(7H)-one (364 mg) and hydroxylamine hydrochloride (479 mg) in pyridine (50 ml) was heated to 50° for 60 h, and was then poured into 2N hydrochloric acid (100 ml). The resultant precipitate was filtered off, washed with water (50 ml), and dried in vacuo at 50° for 6 h to give the title compound (140 mg). Filtration of the precipitate that formed subsequently in the filtrate gave a further crop of the title compound (104 mg), m.p. 271°-272... RXN SMILES: [CH:1]1[CH:13]=[CH:12][C:11]2[CH2:14][CH2:15][N:9]3[C:10]=2[C:2]=1[C:3]1[C:4](=O)[CH2:5][CH2:6][CH2:7][C:8]=13.Cl.[NH2:18][OH:19].Cl>N1C=CC=CC=1>[CH:1]1[CH:13]=[CH:12][C:11]2[CH2:14][CH2:15][N:9]3[C:10]=2[C:2]=1[C:3]1[C:4](=[N:18][OH:19])[CH2:5][CH2:6][CH2:7][C:8]=13 |f:1.2|. The solvent is N1=CC=CC=C1 (pyridine). The solvent is CN(C=O)C (dimethyl formamide). Run at time 1 hour. The reactants are O (water), C(CCC)(=O)C=1C=NC2=C(C=CC=C2C1NC1=C(C=C(C=C1)F)C)O (3-Butyryl-4-(4-fluoro-2-methylphenylamino)-8-hydroxyquinoline), CC(C)([O-])C.[K+] (potassium t-butoxide), CC(C)([O-])C.[K+] (potassium t-butoxide), Cl.CN(CCCCl)C (3-dimethylaminopropyl chloride hydrochloride), Cl.CN(CCCCl)C (3-dimethylaminopropyl chloride hydrochloride), CC(C)([O-])C.[K+] (potassium t-butoxide), Cl.CN(CCCCl)C (3-dimethylaminopropyl chloride hydrochloride). The product is C(CCC)(=O)C=1C=NC2=C(C=CC=C2C1NC1=C(C=C(C=C1)F)C)OCCCN(C)C (3-butyryl-4-(4-fluoro-2-methylphenyl-amino)-8-(3-dimethylaminopropoxy)quinoline). Isolated yield 10.9%. Procedure details: 3-Butyryl-4-(4-fluoro-2-methylphenylamino)-8-hydroxyquinoline (3.38 g, 10 mmol) and potassium t-butoxide (3.05 g, 25 mmol) were dissolved in dimethyl formamide (30 ml), warmed to 70° and 3-dimethylaminopropyl chloride hydrochloride (1.90 g, 12 mmol) added. The mixture was stirred for 1 hour at 80° then a further portion of potassium t-butoxide (2.44 g, 20 mmol) and 3-dimethylaminopropyl chloride hydrochloride (1.58 g, 10 mmol) added, and stirring continued overnight. A third portion of potassium... Reaction SMILES: [C:1]([C:6]1[CH:7]=[N:8][C:9]2[C:14]([C:15]=1[NH:16][C:17]1[CH:22]=[CH:21][C:20]([F:23])=[CH:19][C:18]=1[CH3:24])=[CH:13][CH:12]=[CH:11][C:10]=2[OH:25])(=[O:5])[CH2:2][CH2:3][CH3:4].CC(C)([O-])C.[K+].Cl.[CH3:33][N:34]([CH3:39])[CH2:35][CH2:36][CH2:37]Cl.O>CN(C)C=O>[C:1]([C:6]1[CH:7]=[N:8][C:9]2[C:14]([C:15]=1[NH:16][C:17]1[CH:22]=[CH:21][C:20]([F:23])=[CH:19][C:18]=1[CH3:24])=[CH:13][CH:12]=[CH:11][C:10]=2[O:25][CH2:37][CH2:36][CH2:35][N:34]([CH3:39])[CH3:33])(=[O:5])[CH2:2][CH2:3][CH3:4] |f:1.2,3.4|. Reactants: C(C)(=O)O (acetic acid), O (water), COC(=O)COC1=CC=C(CC2C(N(C(S2)=O)C(C2=CC=CC=C2)(C2=CC=CC=C2)C2=CC=CC=C2)=O)C=C1 (5-(4-methoxycarbonylmethoxybenzyl)-3-triphenylmethyl-thiazolidine-2,4-dione). Solvent: O1CCOCC1 (1,4-dioxane). Conditions: temperature 80 celsius, time 5 hour. Yields the product COC(=O)COC1=CC=C(CC2C(NC(S2)=O)=O)C=C1 (5-(4-Methoxycarbonylmethoxybenzyl)thiazolidine-2,4-dione). The yield is 85.6%. As a reaction SMILES: C(O)(=O)C.O.[CH3:6][O:7][C:8]([CH2:10][O:11][C:12]1[CH:44]=[CH:43][C:15]([CH2:16][CH:17]2[S:21][C:20](=[O:22])[N:19](C(C3C=CC=CC=3)(C3C=CC=CC=3)C3C=CC=CC=3)[C:18]2=[O:42])=[CH:14][CH:13]=1)=[O:9]>O1CCOCC1>[CH3:6][O:7][C:8]([CH2:10][O:11][C:12]1[CH:13]=[CH:14][C:15]([CH2:16][CH:17]2[S:21][C:20](=[O:22])[NH:19][C:18]2=[O:42])=[CH:43][CH:44]=1)=[O:9]. Reported procedure: 1700 ml of acetic acid and then 400 ml of water were added at room temperature to a suspension of 344 g of 5-(4-methoxycarbonylmethoxybenzyl)-3-triphenylmethyl-thiazolidine-2,4-dione [prepared as described in step (f) above] in 400 ml of 1,4-dioxane and the resulting mixture was stirred for 5 hours at 80° C. At the end of this time, the reaction mixture was freed from the solvent by evaporation under reduced pressure, and the resulting residue was purified by column chromatography through silica...